This data is from the Open Reaction Database (ORD), a public repository of structured organic reaction records. The task is: describe an organic reaction: reactants, conditions, products, and yield The reactants are CN(C1=CC=C(C(=O)NC2(CCCCC2)C(=O)NC2C(CN(CC2)C2=C(C=C(C=C2)F)S(=O)(=O)C)=O)C=C1)C (4-[N-[1-[N-(4-(dimethylamino)benzoyl)amino]cyclohexanecarbonyl]amino]-1-(4-fluoro-2-methanesulfonylphenyl)piperidin-3-one), Cl.C(C)(=O)OCC (hydrogenchloride ethyl acetate). Reaction conditions: time 2 hour. The product is Cl.CN(C1=CC=C(C(=O)NC2(CCCCC2)C(=O)NC2C(CN(CC2)C2=C(C=C(C=C2)F)S(=O)(=O)C)=O)C=C1)C (4-[N-[1-[N-(4-(dimethylamino)benzoyl)amino]cyclohexanecarbonyl]amino]-1-(4-fluoro-2-methanesulfonylphenyl)piperidin-3-one hydrochloride). As a reaction SMILES: [CH3:1][N:2]([CH3:39])[C:3]1[CH:38]=[CH:37][C:6]([C:7]([NH:9][C:10]2([C:16]([NH:18][CH:19]3[CH2:24][CH2:23][N:22]([C:25]4[CH:30]=[CH:29][C:28]([F:31])=[CH:27][C:26]=4[S:32]([CH3:35])(=[O:34])=[O:33])[CH2:21][C:20]3=[O:36])=[O:17])[CH2:15][CH2:14][CH2:13][CH2:12][CH2:11]2)=[O:8])=[CH:5][CH:4]=1.[ClH:40].C(OCC)(=O)C>>[ClH:40].[CH3:1][N:2]([CH3:39])[C:3]1[CH:4]=[CH:5][C:6]([C:7]([NH:9][C:10]2([C:16]([NH:18][CH:19]3[CH2:24][CH2:23][N:22]([C:25]4[CH:30]=[CH:29][C:28]([F:31])=[CH:27][C:26]=4[S:32]([CH3:35])(=[O:33])=[O:34])[CH2:21][C:20]3=[O:36])=[O:17])[CH2:15][CH2:14][CH2:13][CH2:12][CH2:11]2)=[O:8])=[CH:37][CH:38]=1 |f:1.2,3.4|. Reported procedure: 50 ml of saturated hydrogenchloride-ethyl acetate solution was added to 4-[N-[1-[N-(4-(dimethylamino)benzoyl)amino]cyclohexanecarbonyl]amino]-1-(4-fluoro-2-methanesulfonylphenyl)piperidin-3-one (500 mg) obtained in Example 171. The reaction mixture was stirred for 2 hours at room temperature and filtered to give 250 mg of the titled compound as white solid. Reactants: ClC=1C(=CC(=C(C1)C(C(=O)O)C)OC)N1CCOCC1 (2-(5-chloro-2-methoxy-4-morpholinophenyl)-propionic acid). Run in Br (hydrogen bromide). Yields the product ClC=1C(=CC2=C(C(C(O2)=O)C)C1)N1CCOCC1 (5-chloro-3-methyl-6-(morpholin-4-yl)-benzofuran-2(3H)-one). RXN SMILES: [Cl:1][C:2]1[C:3]([N:15]2[CH2:20][CH2:19][O:18][CH2:17][CH2:16]2)=[CH:4][C:5]([O:13]C)=[C:6]([CH:8]([CH3:12])[C:9]([OH:11])=O)[CH:7]=1>Br>[Cl:1][C:2]1[C:3]([N:15]2[CH2:16][CH2:17][O:18][CH2:19][CH2:20]2)=[CH:4][C:5]2[O:13][C:9](=[O:11])[CH:8]([CH3:12])[C:6]=2[CH:7]=1. Procedure: 8.99 g of 2-(5-chloro-2-methoxy-4-morpholinophenyl)-propionic acid (0.03 mole) are boiled in 48% hydrogen bromide solution for 2 hours. The reaction mixture is cooled and concentrated and extracted 3 times with methylene chloride. The organic phases are washed neutral, combined, dried over sodium sulphate and concentrated in a vacuum rotary evaporator. In this manner 5-chloro-3-methyl-6-(morpholin-4-yl)-benzofuran-2(3H)-one having a melting point of 103°-105° is obtained. Reactants: BrC=1C=C2CC(NC2=CC1)=O (5-Bromo-1,3-dihydroindol-2-one), C(C)N(CCCNC(=O)C1=C(NC(=C1C)C=O)C)CC (5-formyl-2,4-dimethyl-1H-pyrrole-3-carboxylic acid (3-diethylaminopropyl)amide). Yields the product C(C)N(CCCNC(=O)C1=C(NC(=C1C)C=C1C(NC2=CC=C(C=C12)Br)=O)C)CC (5-(5-Bromo-2-oxo-1,2-dihydroindol-3-ylidenemethyl)-2,4-dimethyl-1H-pyrrole-3-carboxylic acid (3-diethylamino-propyl)amide). Yield: 97.2%. As a reaction SMILES: [Br:1][C:2]1[CH:3]=[C:4]2[C:8](=[CH:9][CH:10]=1)[NH:7][C:6](=[O:11])[CH2:5]2.[CH2:12]([N:14]([CH2:30][CH3:31])[CH2:15][CH2:16][CH2:17][NH:18][C:19]([C:21]1[C:25]([CH3:26])=[C:24]([CH:27]=O)[NH:23][C:22]=1[CH3:29])=[O:20])[CH3:13]>>[CH2:30]([N:14]([CH2:12][CH3:13])[CH2:15][CH2:16][CH2:17][NH:18][C:19]([C:21]1[C:25]([CH3:26])=[C:24]([CH:27]=[C:5]2[C:4]3[C:8](=[CH:9][CH:10]=[C:2]([Br:1])[CH:3]=3)[NH:7][C:6]2=[O:11])[NH:23][C:22]=1[CH3:29])=[O:20])[CH3:31]. Procedure details: 5-Bromo-1,3-dihydroindol-2-one (0.5 g, 2.36 mmol) was condensed with 5-formyl-2,4-dimethyl-1H-pyrrole-3-carboxylic acid (3-diethylaminopropyl)amide (0.51 g) to give 0.84 g of the title compound as a red-orange solid.